Dataset: the Open Reaction Database (ORD), a public repository of structured organic reaction records. Task: describe an organic reaction: reactants, conditions, products, and yield Reactants: COC(=O)C1=CC=C(C=C1)CNC1CC2CCC(C1)N2C(=O)OC(C)(C)C (1,1-dimethylethyl 3-[[[4-(methoxycarbonyl)phenyl]methyl]amino]-8-azabicyclo[3.2.1]octane-8-carboxylate), C=O (formaldehyde), C(C)(=O)O (acetic acid), C(C)(=O)O[BH-](OC(C)=O)OC(C)=O.[Na+] (sodium triacetoxyborohydride), C([O-])(O)=O.[Na+] (sodium bicarbonate). The solvent is ClC(C)Cl (dichloroethane). Reaction conditions: time 17 hour. Yields the product COC(=O)C1=CC=C(C=C1)CN(C1CC2CCC(C1)N2C(=O)OC(C)(C)C)C (1,1-dimethylethyl 3-[[[4-(methoxycarbonyl)phenyl]methyl]methylamino]-8-azabicyclo[3.2.1]octane-8-carboxylate). Isolated yield 76.8%. As a reaction SMILES: [CH3:1][O:2][C:3]([C:5]1[CH:10]=[CH:9][C:8]([CH2:11][NH:12][CH:13]2[CH2:19][CH:18]3[N:20]([C:21]([O:23][C:24]([CH3:27])([CH3:26])[CH3:25])=[O:22])[CH:15]([CH2:16][CH2:17]3)[CH2:14]2)=[CH:7][CH:6]=1)=[O:4].C=O.[C:30](O)(=O)C.C(O[BH-](OC(=O)C)OC(=O)C)(=O)C.[Na+].C(=O)(O)[O-].[Na+]>ClC(Cl)C>[CH3:1][O:2][C:3]([C:5]1[CH:6]=[CH:7][C:8]([CH2:11][N:12]([CH3:30])[CH:13]2[CH2:14][CH:15]3[N:20]([C:21]([O:23][C:24]([CH3:27])([CH3:26])[CH3:25])=[O:22])[CH:18]([CH2:17][CH2:16]3)[CH2:19]2)=[CH:9][CH:10]=1)=[O:4] |f:3.4,5.6|. Reported procedure: A solution of 1,1-dimethylethyl 3-[[[4-(methoxycarbonyl)phenyl]methyl]amino]-8-azabicyclo[3.2.1]octane-8-carboxylate (2.1 g, 5.7 mmol) and formaldehyde (1 mL of 37% solution in water) in dichloroethane (20 mL) was stirred as acetic acid (0.37 g, 6.9 mmol) and sodium triacetoxyborohydride (1.7 g, 8 mmol) were added. The reaction was stirred for 17 hours. The reaction was treated with a saturated aqueous solution of sodium bicarbonate and extracted with ethyl acetate (2×). The combined organic ext... Reactants: ClC=1C=C(C=C(C1C)Cl)C(CC(C(=O)O)SC)=O (4-(3,5-dichloro-4-methylphenyl)-2-methylthio-4-oxobutyric acid), O.NN (hydrazine monohydrate). Run in C(C)O (ethanol). Conditions: time 1 hour. The product is ClC=1C=C(C=C(C1C)Cl)C=1CC(C(NN1)=O)SC (6-(3,5-Dichloro-4-methylphenyl)-4-methylthio-4,5-dihydro-3(2H)pyridazinone). The yield is 87.2%. RXN SMILES: [Cl:1][C:2]1[CH:3]=[C:4]([C:10](=O)[CH2:11][CH:12]([S:16][CH3:17])[C:13](O)=[O:14])[CH:5]=[C:6]([Cl:9])[C:7]=1[CH3:8].O.[NH2:20][NH2:21]>C(O)C>[Cl:1][C:2]1[CH:3]=[C:4]([C:10]2[CH2:11][CH:12]([S:16][CH3:17])[C:13](=[O:14])[NH:20][N:21]=2)[CH:5]=[C:6]([Cl:9])[C:7]=1[CH3:8] |f:1.2|. Procedure: 1.54 g (0.005 mole) of 4-(3,5-dichloro-4-methylphenyl)-2-methylthio-4-oxobutyric acid, prepared as described in step (c) above, were suspended in 5 ml of ethanol and then 0.25 g of hydrazine monohydrate was added, at room temperature, to the suspension, after which the mixture was stirred for 1 hour at room temperature. The mixture was then heated under reflux for 6 hours, after which it was cooled and the resulting crystals were collected by filtration and washed with a small amount of ethanol,...